This data is from the Open Reaction Database (ORD), a public repository of structured organic reaction records. The task is: describe an organic reaction: reactants, conditions, products, and yield Reactants: Cc1c(Br)cccc1C(=O)O, O=C1CCC(=O)N1I, O, O=S(=O)(O)O. Yields the product Cc1c(Br)cc(I)cc1C(=O)O. Reaction SMILES: [Br:9][c:10]1[c:11]([CH3:19])[c:12]([C:13](=[O:14])[OH:15])[cH:16][cH:17][cH:18]1.[I:1][N:2]1[C:3](=[O:4])[CH2:5][CH2:6][C:7]1=[O:8].[OH2:20].[S:21](=[O:22])(=[O:23])([OH:24])[OH:25]>>[I:1][c:17]1[cH:16][c:12]([C:13](=[O:14])[OH:15])[c:11]([CH3:19])[c:10]([Br:9])[cH:18]1.